This data is from the Open Reaction Database (ORD), a public repository of structured organic reaction records. The task is: describe an organic reaction: reactants, conditions, products, and yield The reactants are N1(CCOCC1)C1=NC(=NC(=N1)N1CCOCC1)C1=CC=C(N)C=C1 (4-(4,6-dimorpholin-4-yl-1,3,5-triazin-2-yl)aniline), ClC1=CC=C(C=C1)N=C=O (4-chlorophenyl isocyanate). The product is ClC1=CC=C(C=C1)NC(=O)NC1=CC=C(C=C1)C1=NC(=NC(=N1)N1CCOCC1)N1CCOCC1 (1-(4-chlorophenyl)-3-[4-(4,6-dimorpholin-4-yl-1,3,5-triazin-2-yl)phenyl]-urea). As a reaction SMILES: [N:1]1([C:7]2[N:12]=[C:11]([N:13]3[CH2:18][CH2:17][O:16][CH2:15][CH2:14]3)[N:10]=[C:9]([C:19]3[CH:25]=[CH:24][C:22]([NH2:23])=[CH:21][CH:20]=3)[N:8]=2)[CH2:6][CH2:5][O:4][CH2:3][CH2:2]1.[Cl:26][C:27]1[CH:32]=[CH:31][C:30]([N:33]=[C:34]=[O:35])=[CH:29][CH:28]=1>>[Cl:26][C:27]1[CH:32]=[CH:31][C:30]([NH:33][C:34]([NH:23][C:22]2[CH:24]=[CH:25][C:19]([C:9]3[N:8]=[C:7]([N:1]4[CH2:2][CH2:3][O:4][CH2:5][CH2:6]4)[N:12]=[C:11]([N:13]4[CH2:18][CH2:17][O:16][CH2:15][CH2:14]4)[N:10]=3)=[CH:20][CH:21]=2)=[O:35])=[CH:29][CH:28]=1. Procedure details: Starting from 4-(4,6-dimorpholin-4-yl-1,3,5-triazin-2-yl)aniline (0.140 g 0.40 mmoles) and 4-chlorophenyl isocyanate (94 mg, 0.61 mmoles), the title compound was isolated as a white solid. Yield; 60 mg (30%); (M+H)=496.3 Starting materials: N(=[N+]=[N-])C(C(=O)NCCOCC1=CC=CC=C1)(C)C (2-azido-N-(2-Benzyloxyethyl)-2-methylpropionamide), [H-].[H-].[H-].[H-].[Li+].[Al+3] (LiAlH4), O (water), [OH-].[Na+] (NaOH). The solvent is C1CCOC1 (THF), C1CCOC1 (THF). Run at temperature 0 celsius. Product: C(C1=CC=CC=C1)OCCNCC(C)(C)N (2-(2-Benzyloxyethylamino)-1,1-dimethylethylamine). As a reaction SMILES: [N:1]([C:4]([CH3:19])([CH3:18])[C:5]([NH:7][CH2:8][CH2:9][O:10][CH2:11][C:12]1[CH:17]=[CH:16][CH:15]=[CH:14][CH:13]=1)=O)=[N+]=[N-].[H-].[H-].[H-].[H-].[Li+].[Al+3].O.[OH-].[Na+]>C1COCC1>[CH2:11]([O:10][CH2:9][CH2:8][NH:7][CH2:5][C:4]([NH2:1])([CH3:18])[CH3:19])[C:12]1[CH:17]=[CH:16][CH:15]=[CH:14][CH:13]=1 |f:1.2.3.4.5.6,8.9|. Procedure details: A solution of 2-azido-N-(2-Benzyloxyethyl)-2-methylpropionamide (70 g) in THF (750 ml) was added to a suspension of LiAlH4 (20 g) in THF (500 ml) at 0° C. during 1 h. After reflux for 4 h, the mixture was cooled to 0° C., water (20 ml) and aqueous NaOH (20 ml) were added, the inorganic salts were filtered off and the solvents were dried. Evaporation of the solvents in vacuo gave 8a as an oil: 53 g. The reactants are sodium hydroxide pels, C(C)(C)I (isopropyl iodide), ClC1=C(C2=C(NN=N2)C=C1)[N+](=O)[O-] (5-chloro-4-nitrobenzotriazole). The solvent is C(C)#N (acetonitrile). Yields the product ClC1=C(C=2C(=NN(N2)C(C)C)C=C1)[N+](=O)[O-] (5-chloro-2-isopropyl 4-nitrobenzotriazole). Yield: 61.9%. As a reaction SMILES: [Cl:1][C:2]1[CH:10]=[CH:9][C:5]2[NH:6][N:7]=[N:8][C:4]=2[C:3]=1[N+:11]([O-:13])=[O:12].[CH:14](I)([CH3:16])[CH3:15]>C(#N)C>[Cl:1][C:2]1[CH:10]=[CH:9][C:5]2=[N:6][N:7]([CH:14]([CH3:16])[CH3:15])[N:8]=[C:4]2[C:3]=1[N+:11]([O-:13])=[O:12]. Procedure: To a hot, stirred solution (50° C.) of 20.0 grams of 5-chloro-4-nitrobenzotriazole in 600 milliliters of acetonitrile is added 4.2 grams of sodium hydroxide pels and 20.0 grams of isopropyl iodide. The solution is then heated to reflux for 30 hours, filtered and the solvent removed by evaporation to yield an oil. The oil is extracted with concentrated hydrochloric acid (3×200 milliliters) and the resulting solid is collected, washed with water and air dried to yield 15.0 grams (63%) of crude 5-c...